From a dataset of the Open Reaction Database (ORD), a public repository of structured organic reaction records. describe an organic reaction: reactants, conditions, products, and yield The reactants are [BH4-].[Na+] (sodium borohydride), CC=1NC(=C(C(C1C(=O)OCCOCC)C1=CC(=CC=C1)[N+](=O)[O-])C(=O)OCC)C=O (2-ethoxyethyl 2-methyl-4-(3-nitrophenyl)-5-ethoxycarbonyl-6-formyl-1,4-dihydropyridine-3-carboxylate), Cl (hydrochloric acid). Run in C(C)O (ethanol). Product: CC=1NC(=C(C(C1C(=O)OCCOCC)C1=CC(=CC=C1)[N+](=O)[O-])C(=O)OCC)CO (2-ethoxyethyl 2-methyl-4-(3-nitrophenyl)-5-ethoxycarbonyl-6-hydroxymethyl-1,4-dihydropyridine-3-carboxylate). Isolated yield 79.3%. Reaction SMILES: [CH3:1][C:2]1[NH:3][C:4]([CH:30]=[O:31])=[C:5]([C:25]([O:27][CH2:28][CH3:29])=[O:26])[CH:6]([C:16]2[CH:21]=[CH:20][CH:19]=[C:18]([N+:22]([O-:24])=[O:23])[CH:17]=2)[C:7]=1[C:8]([O:10][CH2:11][CH2:12][O:13][CH2:14][CH3:15])=[O:9].[BH4-].[Na+].Cl>C(O)C>[CH3:1][C:2]1[NH:3][C:4]([CH2:30][OH:31])=[C:5]([C:25]([O:27][CH2:28][CH3:29])=[O:26])[CH:6]([C:16]2[CH:21]=[CH:20][CH:19]=[C:18]([N+:22]([O-:24])=[O:23])[CH:17]=2)[C:7]=1[C:8]([O:10][CH2:11][CH2:12][O:13][CH2:14][CH3:15])=[O:9] |f:1.2|. Reported procedure: To a suspension of 2-ethoxyethyl 2-methyl-4-(3-nitrophenyl)-5-ethoxycarbonyl-6-formyl-1,4-dihydropyridine-3-carboxylate (1.13 g) in ethanol (15 ml) was added sodium borohydride (80 mg) with stirring under ice-cooling, and this mixture was further stirred for an hour at the same temperature. The reaction mixture was adjusted with dilute hydrochloric acid to pH 6 under ice-cooling and then the solvent was distilled off. To the residue was added water and the aqueous mixture was extracted with diet... The reactants are BrC=1SC=CN1 (2-bromothiazole), C(=O)(O)[O-].[Na+] (NaHCO3), C(=O)C1=CC=C(C=C1)B(O)O (4-formylphenylboronic acid). The reagents and catalysts are C=1C=CC(=CC1)[P](C=2C=CC=CC2)(C=3C=CC=CC3)[Pd]([P](C=4C=CC=CC4)(C=5C=CC=CC5)C=6C=CC=CC6)([P](C=7C=CC=CC7)(C=8C=CC=CC8)C=9C=CC=CC9)[P](C=1C=CC=CC1)(C=1C=CC=CC1)C=1C=CC=CC1 (tetrakis(triphenylphosphine)palladium(0)). The solvent is COCCOC (DME), O (water), C(C)(=O)OCC (ethyl acetate). Yields the product S1C(=NC=C1)C1=CC=C(C=O)C=C1 (4-(2-Thiazolyl)benzaldehyde). Yield: 34.7%. Reaction SMILES: C([O-])(O)=O.[Na+].[CH:6]([C:8]1[CH:13]=[CH:12][C:11](B(O)O)=[CH:10][CH:9]=1)=[O:7].Br[C:18]1[S:19][CH:20]=[CH:21][N:22]=1>O.COCCOC.C(OCC)(=O)C.C1C=CC([P]([Pd]([P](C2C=CC=CC=2)(C2C=CC=CC=2)C2C=CC=CC=2)([P](C2C=CC=CC=2)(C2C=CC=CC=2)C2C=CC=CC=2)[P](C2C=CC=CC=2)(C2C=CC=CC=2)C2C=CC=CC=2)(C2C=CC=CC=2)C2C=CC=CC=2)=CC=1>[S:19]1[CH:20]=[CH:21][N:22]=[C:18]1[C:11]1[CH:12]=[CH:13][C:8]([CH:6]=[O:7])=[CH:9][CH:10]=1 |f:0.1,^1:39,41,60,79|. Procedure: A mixture of NaHCO3 (3.83 g, 45.6 mmol) and 4-formylphenylboronic acid (2.69 g, 18.0 mmol) in water (60 mL) was added to a solution of 2-bromothiazole (2.50 g, 15.2 mmol) and tetrakis(triphenylphosphine)palladium(0) (500 mg, 0.43 mmol) in DME (60 mL). The reaction mixture was heated to reflux for 18 h, cooled to room temperature, diluted with ethyl acetate, washed with sat. aq. NaHCO3 and brine, dried with Na2SO4, and concentrated in vacuo. Two consecutive recrystallizations from hexanes/ethyl a... Reactants: O=C1N(C=CC(N1)=O)CC(=O)OCC1=CC=CC=C1 (phenylmethyl 2-(2,4-dioxo-1,3-dihydropyrimidinyl)acetate), [H-].[Na+] (sodium hydride), [Cl-].[NH4+] (ammonium chloride), BrCC(=O)OC(C)(C)C (tert-butyl bromoacetate). Solvent: CN(C)C=O (DMF). Reaction conditions: time 15 minute. The product is C(C)(C)(C)OC(=O)CN1C(N(C=CC1=O)CC(=O)OCC1=CC=CC=C1)=O (phenylmethyl 2-(3-{[(tert-butyl)oxycarbonyl]methyl}-2,4-dioxo-1,3-dihydropyrimidinyl)acetate). Yield: 83.4%. RXN SMILES: [O:1]=[C:2]1[NH:7][C:6](=[O:8])[CH:5]=[CH:4][N:3]1[CH2:9][C:10]([O:12][CH2:13][C:14]1[CH:19]=[CH:18][CH:17]=[CH:16][CH:15]=1)=[O:11].[H-].[Na+].Br[CH2:23][C:24]([O:26][C:27]([CH3:30])([CH3:29])[CH3:28])=[O:25].[Cl-].[NH4+]>CN(C=O)C>[C:27]([O:26][C:24]([CH2:23][N:7]1[C:6](=[O:8])[CH:5]=[CH:4][N:3]([CH2:9][C:10]([O:12][CH2:13][C:14]2[CH:19]=[CH:18][CH:17]=[CH:16][CH:15]=2)=[O:11])[C:2]1=[O:1])=[O:25])([CH3:30])([CH3:29])[CH3:28] |f:1.2,4.5|. Reported procedure: To a solution of phenylmethyl 2-(2,4-dioxo-1,3-dihydropyrimidinyl)acetate (1.0 g) in anhydrous DMF (10 ml) at 0° C. was added portionwise sodium hydride (0.18 g). After the reaction mixture was stirred for 15 minutes with cooling in an ice bath, tert-butyl bromoacetate (0.9 g) was added. After stirring the mixture at room temperature for 1 hour, to the reaction mixture was added saturated aqueous ammonium chloride solution, and the reaction mixture was extracted with ethyl acetate. The organic p... The reactants are [N+](=O)([O-])C1=C(C=CC=C1CO)CO (2-nitro-1,3-benzenedimethanol), CN(C)C=O (DMF), N1C=NC=C1 (imidazole), [Si](C)(C)(C(C)(C)C)Cl (tert-butyldimethylsilylchloride). The solvent is C(C)(=O)OCC (ethyl acetate). Conditions: time 8 hour. Product: [Si](C)(C)(C(C)(C)C)OCC=1C(=C(C=CC1)CO)[N+](=O)[O-] (3-(tert-butyldimethylsilyloxymethyl)-2-nitro-hydroxymethylbenzene). The yield is 80.0%. RXN SMILES: [N+:1]([C:4]1[C:9]([CH2:10][OH:11])=[CH:8][CH:7]=[CH:6][C:5]=1[CH2:12][OH:13])([O-:3])=[O:2].CN(C=O)C.N1C=CN=C1.[Si:24](Cl)([C:27]([CH3:30])([CH3:29])[CH3:28])([CH3:26])[CH3:25]>C(OCC)(=O)C>[Si:24]([O:13][CH2:12][C:5]1[C:4]([N+:1]([O-:3])=[O:2])=[C:9]([CH2:10][OH:11])[CH:8]=[CH:7][CH:6]=1)([C:27]([CH3:30])([CH3:29])[CH3:28])([CH3:26])[CH3:25]. Reported procedure: To a clean, dry round-bottom flask was added 2-nitro-1,3-benzenedimethanol (818 mg, 4.47 mmol), anhydrous DMF (40 mL), and imidazole (304.2 mg, 4.47 mmol). The solution was maintained at 0° C. while tert-butyldimethylsilylchloride (337 mg, 2.24 mmol) was slowly added. The resulting pale yellow solution was allowed to warm to room temperature and stirred overnight under argon before being diluted with ethyl acetate (100 mL), washed with water (5×50 mL), dried over MgSO4, filtered, concentrated on...